From a dataset of the Open Reaction Database (ORD), a public repository of structured organic reaction records. describe an organic reaction: reactants, conditions, products, and yield The reactants are C(C)N(C1=NC(=CC(=C1)C1=NC(=NO1)C1=CC(=C(OC[C@@H](CO)O)C(=C1)C)C)C)C ((R)-3-(4-{5-[2-(ethyl-methyl-amino)-6-methyl-pyridin-4-yl]-[1,2,4]oxadiazol-3-yl}-2,6-dimethyl-phenoxy)-propane-1,2-diol), ClC[C@H](CO)O ((S)-3-chloro-1,2-propanediol). Yields the product C(C)N(C1=NC(=CC(=C1)C1=NC(=NO1)C1=CC(=C(OC[C@H](CO)O)C(=C1)C)C)C)C ((S)-3-(4-{5-[2-(ethyl-methyl-amino)-6-methyl-pyridin-4-yl]-[1,2,4]oxadiazol-3-yl}-2,6-dimethyl-phenoxy)-propane-1,2-diol). As a reaction SMILES: [CH2:1]([N:3]([CH3:30])[C:4]1[CH:9]=[C:8]([C:10]2[O:14][N:13]=[C:12]([C:15]3[CH:26]=[C:25]([CH3:27])[C:18]([O:19][CH2:20][C@H:21]([OH:24])[CH2:22][OH:23])=[C:17]([CH3:28])[CH:16]=3)[N:11]=2)[CH:7]=[C:6]([CH3:29])[N:5]=1)[CH3:2].ClC[C@@H](O)CO>>[CH2:1]([N:3]([CH3:30])[C:4]1[CH:9]=[C:8]([C:10]2[O:14][N:13]=[C:12]([C:15]3[CH:26]=[C:25]([CH3:27])[C:18]([O:19][CH2:20][C@@H:21]([OH:24])[CH2:22][OH:23])=[C:17]([CH3:28])[CH:16]=3)[N:11]=2)[CH:7]=[C:6]([CH3:29])[N:5]=1)[CH3:2]. Procedure details: (S)-3-(4-{5-[2-(ethyl-methyl-amino)-6-methyl-pyridin-4-yl]-[1,2,4]oxadiazol-3-yl}-2,6-dimethyl-phenoxy)-propane-1,2-diol is prepared in analogy to (R)-3-(4-{5-[2-(ethyl-methyl-amino)-6-methyl-pyridin-4-yl]-[1,2,4]oxadiazol-3-yl}-2,6-dimethyl-phenoxy)-propane-1,2-diol using (S)-3-chloro-1,2-propanediol; LC-MS: tR=0.75 min; [M+1]+=413.18. Reactants: ClC1=NC2=CC(=CC(=C2C(=C1C)Cl)F)F (2,4-dichloro-5,7-difluoro-3-methylquinoline), CSC1=C(C=CC=C1)B(O)O (2-(methylthio)phenylboronic acid), C([O-])([O-])=O.[Na+].[Na+] (sodium carbonate), C(C)#N (acetonitrile). Reagents/catalysts: C=1C=CC(=CC1)[P](C=2C=CC=CC2)(C=3C=CC=CC3)[Pd]([P](C=4C=CC=CC4)(C=5C=CC=CC5)C=6C=CC=CC6)([P](C=7C=CC=CC7)(C=8C=CC=CC8)C=9C=CC=CC9)[P](C=1C=CC=CC1)(C=1C=CC=CC1)C=1C=CC=CC1 (Pd(PPh3)4). The solvent is O (water). Yields the product ClC1=C(C(=NC2=CC(=CC(=C12)F)F)C1=C(C=CC=C1)SC)C (4-chloro-5,7-difluoro-3-methyl-2-(2-(methylthio)phenyl)quinoline). RXN SMILES: Cl[C:2]1[C:11]([CH3:12])=[C:10]([Cl:13])[C:9]2[C:4](=[CH:5][C:6]([F:15])=[CH:7][C:8]=2[F:14])[N:3]=1.[CH3:16][S:17][C:18]1[CH:23]=[CH:22][CH:21]=[CH:20][C:19]=1B(O)O.C(=O)([O-])[O-].[Na+].[Na+].C(#N)C>C1C=CC([P]([Pd]([P](C2C=CC=CC=2)(C2C=CC=CC=2)C2C=CC=CC=2)([P](C2C=CC=CC=2)(C2C=CC=CC=2)C2C=CC=CC=2)[P](C2C=CC=CC=2)(C2C=CC=CC=2)C2C=CC=CC=2)(C2C=CC=CC=2)C2C=CC=CC=2)=CC=1.O>[Cl:13][C:10]1[C:9]2[C:4](=[CH:5][C:6]([F:15])=[CH:7][C:8]=2[F:14])[N:3]=[C:2]([C:19]2[CH:20]=[CH:21][CH:22]=[CH:23][C:18]=2[S:17][CH3:16])[C:11]=1[CH3:12] |f:2.3.4,^1:39,41,60,79|. Procedure details: Prepared according to procedure F by stirring 2,4-dichloro-5,7-difluoro-3-methylquinoline (550 mg, 2.22 mmol), 2-(methylthio)phenylboronic acid (484 mg, 2.88 mmol), sodium carbonate (705 mg, 6.65 mmol), Pd(PPh3)4 (128 mg, 0.11 mmol), acetonitrile (5.2 mL), and water (1.3 mL) at 100° C. in a microwave reactor for 1 h. Purification by column chromatography (silica gel, 0-20% EtOAc in hexanes) gave 4-chloro-5,7-difluoro-3-methyl-2-(2-(methylthio)phenyl)quinoline as a white amorphous solid. Mass Spe... The reactants are [Br-], ClCCl, CCCC[N+](CCCC)(CCCC)Cc1ccccc1, CNCCC#N, Clc1ccc(C=CCBr)cc1, [Na+], [OH-]. The product is CN(CC=Cc1ccc(Cl)cc1)CCC#N. As a reaction SMILES: [Br-:21].[CH2:18]([Cl:19])[Cl:20].[CH2:22]([N+:23]([CH2:24][CH2:25][CH2:26][CH3:27])([CH2:28][CH2:29][CH2:30][CH3:31])[CH2:32][CH2:33][CH2:34][CH3:35])[c:36]1[cH:37][cH:38][cH:39][cH:40][cH:41]1.[CH3:12][NH:13][CH2:14][CH2:15][C:16]#[N:17].[Cl:1][c:2]1[cH:3][cH:4][c:5]([CH:6]=[CH:7][CH2:8][Br:9])[cH:10][cH:11]1.[Na+:43].[OH-:42]>>[Cl:1][c:2]1[cH:3][cH:4][c:5]([CH:6]=[CH:7][CH2:8][N:13]([CH3:12])[CH2:14][CH2:15][C:16]#[N:17])[cH:10][cH:11]1. The reactants are BrC1=CC=C(C(=O)N2CCOCC2)C=C1 (4-(4-bromobenzoyl)morpholine), BrC=1C=C(C(=O)Cl)C=CC1 (3-bromobenzoyl chloride), N1CCOCC1 (morpholine). Product: BrC=1C=C(C(=O)N2CCOCC2)C=CC1 (4-(3-bromobenzoyl)morpholine). Isolated yield 71.0%. RXN SMILES: Br[C:2]1[CH:15]=[CH:14][C:5]([C:6]([N:8]2[CH2:13][CH2:12][O:11][CH2:10][CH2:9]2)=[O:7])=[CH:4][CH:3]=1.[Br:16]C1C=C(C=CC=1)C(Cl)=O.N1CCOCC1>>[Br:16][C:3]1[CH:4]=[C:5]([CH:14]=[CH:15][CH:2]=1)[C:6]([N:8]1[CH2:13][CH2:12][O:11][CH2:10][CH2:9]1)=[O:7]. Reported procedure: Following the general method as outlined in Intermediate 174, starting from 3-bromobenzoyl chloride and morpholine, the title compound was obtained as a colorless sticky solid in 71% yield. Starting materials: Cc1nc(OCC(=O)N(C)C2CCN(Cc3ccccc3)CC2)nc(C)c1NC(=O)OC(C)(C)C, CO. Yields the product Cc1nc(OCC(=O)N(C)C2CCNCC2)nc(C)c1NC(=O)OC(C)(C)C. Reaction SMILES: [CH2:1]([c:2]1[cH:3][cH:4][cH:5][cH:6][cH:7]1)[N:8]1[CH2:9][CH2:10][CH:11]([N:14]([C:15]([CH2:16][O:17][c:18]2[n:19][c:20]([CH3:33])[c:21]([NH:25][C:26]([O:27][C:28]([CH3:29])([CH3:30])[CH3:31])=[O:32])[c:22]([CH3:24])[n:23]2)=[O:34])[CH3:35])[CH2:12][CH2:13]1.[CH3:36][OH:37]>>[NH:8]1[CH2:9][CH2:10][CH:11]([N:14]([C:15]([CH2:16][O:17][c:18]2[n:19][c:20]([CH3:33])[c:21]([NH:25][C:26]([O:27][C:28]([CH3:29])([CH3:30])[CH3:31])=[O:32])[c:22]([CH3:24])[n:23]2)=[O:34])[CH3:35])[CH2:12][CH2:13]1. Reactants: O=C([O-])[O-], CN(C)C=O, Oc1ccc(C2CCCCC2)cc1, Cc1cc([N+](=O)[O-])c(C)cc1Cl, [K+], [K+]. Yields the product Cc1cc([N+](=O)[O-])c(C)cc1Oc1ccc(C2CCCCC2)cc1. Reaction SMILES: [C:26](=[O:27])([O-:28])[O-:29].[CH3:32][N:33]([CH3:34])[CH:35]=[O:36].[CH:1]1([c:7]2[cH:8][cH:9][c:10]([OH:13])[cH:11][cH:12]2)[CH2:2][CH2:3][CH2:4][CH2:5][CH2:6]1.[Cl:14][c:15]1[cH:16][c:17]([CH3:25])[c:18]([N+:22](=[O:23])[O-:24])[cH:19][c:20]1[CH3:21].[K+:30].[K+:31]>>[CH:1]1([c:7]2[cH:8][cH:9][c:10]([O:13][c:15]3[cH:16][c:17]([CH3:25])[c:18]([N+:22](=[O:23])[O-:24])[cH:19][c:20]3[CH3:21])[cH:11][cH:12]2)[CH2:2][CH2:3][CH2:4][CH2:5][CH2:6]1. The reactants are IC=1C(=NC=CC1OC1=CC=C(C=C1)[N+](=O)[O-])N (3-Iodo-4-(4-nitrophenoxy)-2-pyridineamine), C(C=C)(=O)OCC (ethyl acrylate), C(CCC)N(CCCC)CCCC (tributylamine), CC(=O)C (dimethylformaldehyde). Reagents/catalysts: C(C)(=O)[O-].[Pd+2].C(C)(=O)[O-] (palladium (II) acetate). Solvent: O (water). The product is NC1=NC=CC(=C1/C=C/C(=O)OCC)OC1=CC=C(C=C1)[N+](=O)[O-] (Ethyl (E)-3-[2-amino-4-(4-nitrophenoxy)-3-pyridyl]-2-propenoate). As a reaction SMILES: I[C:2]1[C:3]([NH2:18])=[N:4][CH:5]=[CH:6][C:7]=1[O:8][C:9]1[CH:14]=[CH:13][C:12]([N+:15]([O-:17])=[O:16])=[CH:11][CH:10]=1.[C:19]([O:23][CH2:24][CH3:25])(=[O:22])[CH:20]=[CH2:21].C(N(CCCC)CCCC)CCC.CC(C)=O>C([O-])(=O)C.[Pd+2].C([O-])(=O)C.O>[NH2:18][C:3]1[C:2](/[CH:21]=[CH:20]/[C:19]([O:23][CH2:24][CH3:25])=[O:22])=[C:7]([O:8][C:9]2[CH:14]=[CH:13][C:12]([N+:15]([O-:17])=[O:16])=[CH:11][CH:10]=2)[CH:6]=[CH:5][N:4]=1 |f:4.5.6|. Procedure details: 3-Iodo-4-(4-nitrophenoxy)-2-pyridineamine (500 mg), ethyl acrylate (0.3 ml), palladium (II) acetate (30 mg), tributylamine (0.66 ml) and dimethylformaldehyde (5 ml) were stirred at 130° C. for 20 minutes. After returning the reaction solution to room temperature, water was added and extraction was performed with ethyl acetate. NH type silica gel was added to the extract, the solvent was distilled off under reduced pressure, and the reaction product was adsorbed onto the silica gel. The silica ge... Starting materials: Cl (hydrochloric acid), COC1=C(C=CC=C1)C1OC1 (2-(2-methoxyphenyl)oxirane), COC=1C=C(CCN)C=CC1OC (3,4-dimethoxyphenethylamine), C(Cl)(Cl)Cl (chloroform). Solvent: C(C)OCC (diethylether), C(C)O (ethanol). The product is Cl.COC=1C=C(CCNCC(C2=C(C=CC=C2)OC)O)C=CC1OC (α-(3,4-dimethoxyphenethylaminomethyl)-2-methoxybenzylalcohol hydrochloride). RXN SMILES: [CH3:1][O:2][C:3]1[CH:8]=[CH:7][CH:6]=[CH:5][C:4]=1[CH:9]1[CH2:11][O:10]1.[CH3:12][O:13][C:14]1[CH:15]=[C:16]([CH:20]=[CH:21][C:22]=1[O:23][CH3:24])[CH2:17][CH2:18][NH2:19].C(Cl)(Cl)[Cl:26].Cl>C(O)C.C(OCC)C>[ClH:26].[CH3:12][O:13][C:14]1[CH:15]=[C:16]([CH:20]=[CH:21][C:22]=1[O:23][CH3:24])[CH2:17][CH2:18][NH:19][CH2:11][CH:9]([OH:10])[C:4]1[CH:5]=[CH:6][CH:7]=[CH:8][C:3]=1[O:2][CH3:1] |f:6.7|. Procedure: A mixture of 0.5 g of 2-(2-methoxyphenyl)oxirane (crude product) and 600 mg of 3,4-dimethoxyphenethylamine is heated at 130° to 140° C. for 2 hours. After cooling, chloroform is added to the reaction mixture, and said mixture is washed with water. The mixture is dried and evaporated to remove solvent. 2 ml of ethanol are added to the residue obtained. Then, hydrochloric acid-containing diethylether is added to the ethanol mixture, and crystalline precipitates are collected by filtration. 290 mg ...